From a dataset of the Open Reaction Database (ORD), a public repository of structured organic reaction records. describe an organic reaction: reactants, conditions, products, and yield Starting materials: O=C([O-])[O-], CCN(CC)CCCl, Cl, Oc1cccc2c1c1cccc(F)c1n2Cc1ccc(F)cc1, [I-], [K+], [K+], [Na+], CN(C)C=O. Product: CCN(CC)CCOc1cccc2c1c1cccc(F)c1n2Cc1ccc(F)cc1. As a reaction SMILES: [C:33](=[O:34])([O-:35])[O-:36].[CH2:25]([CH3:26])[N:27]([CH2:28][CH2:29][Cl:30])[CH2:31][CH3:32].[ClH:24].[F:1][c:2]1[cH:3][cH:4][cH:5][c:6]2[c:7]3[c:8]([OH:23])[cH:9][cH:10][cH:11][c:12]3[n:13]([CH2:15][c:16]3[cH:17][cH:18][c:19]([F:22])[cH:20][cH:21]3)[c:14]12.[I-:40].[K+:37].[K+:38].[Na+:39].[O:41]=[CH:42][N:43]([CH3:44])[CH3:45]>>[F:1][c:2]1[cH:3][cH:4][cH:5][c:6]2[c:7]3[c:8]([O:23][CH2:29][CH2:28][N:27]([CH2:25][CH3:26])[CH2:31][CH3:32])[cH:9][cH:10][cH:11][c:12]3[n:13]([CH2:15][c:16]3[cH:17][cH:18][c:19]([F:22])[cH:20][cH:21]3)[c:14]12. Starting materials: FC(CO)(F)F (2,2,2,-trifluoroethanol), ClC1=CC=C(C=2N3C(=NC21)N(CCC3)C3=C(C=C(C=C3)OC)C)C(O)C3CC3 ([9-chloro-1-(4-methoxy-2-methylphenyl)-1,2,3,4-tetrahydropyrimido[1,2-a]benzimidazol-6-yl](cyclopropyl)methanol), C(CCC)P(CCCC)CCCC (tributyl phosphine), N(=NC(=O)N1CCCCC1)C(=O)N1CCCCC1 (1,1′-(azodicarbonyl) dipiperidine). Solvent: O1CCCC1 (tetrahydrofuran). Run at time 10 minute. Product: ClC1=CC=C(C=2N3C(=NC21)N(CCC3)C3=C(C=C(C=C3)OC)C)C(OCC(F)(F)F)C3CC3 (9-Chloro-6-[cyclopropyl(2,2,2-trifluoroethoxy)methyl]-1-(4-methoxy-2-methylphenyl)-1,2,3,4-tetrahydropyrimido[1,2-a]benzimidazole). The yield is 35.7%. As a reaction SMILES: [Cl:1][C:2]1[C:10]2[N:9]=[C:8]3[N:11]([C:15]4[CH:20]=[CH:19][C:18]([O:21][CH3:22])=[CH:17][C:16]=4[CH3:23])[CH2:12][CH2:13][CH2:14][N:7]3[C:6]=2[C:5]([CH:24]([CH:26]2[CH2:28][CH2:27]2)[OH:25])=[CH:4][CH:3]=1.C(P(CCCC)CCCC)CCC.N(C(N1CCCCC1)=O)=NC(N1CCCCC1)=O.[F:60][C:61]([F:65])([F:64])[CH2:62]O>O1CCCC1>[Cl:1][C:2]1[C:10]2[N:9]=[C:8]3[N:11]([C:15]4[CH:20]=[CH:19][C:18]([O:21][CH3:22])=[CH:17][C:16]=4[CH3:23])[CH2:12][CH2:13][CH2:14][N:7]3[C:6]=2[C:5]([CH:24]([CH:26]2[CH2:28][CH2:27]2)[O:25][CH2:62][C:61]([F:65])([F:64])[F:60])=[CH:4][CH:3]=1. Procedure details: To a solution of [9-chloro-1-(4-methoxy-2-methylphenyl)-1,2,3,4-tetrahydropyrimido[1,2-a]benzimidazol-6-yl](cyclopropyl)methanol (82 mg, 0.21 mmol) and tributyl phosphine (0.10 mL, 0.41 mmol) in tetrahydrofuran (0.84 mL) was added 1,1′-(azodicarbonyl) dipiperidine (104 mg, 0.41 mmol), and the mixture was stirred at room temperature for 10 min. To the reaction mixture was added 2,2,2,-trifluoroethanol (0.15 mL, 2.06 mmol), and the mixture was stirred at 60° C. for 1 h. The reaction mixture was co... Starting materials: C(#C)C1(CN2CCC1CC2)O (3-ethynyl-3-hydroxyquinuclidine), [H][H] (hydrogen). The reagents and catalysts are [Pd] (palladium on calcium carbonate). Run in C(C)O (ethanol). Product: C(=C)C1(CN2CCC1CC2)O (3-ethenyl-3-hydroxyquinuclidine). The yield is 98.7%. RXN SMILES: [C:1]([C:3]1([OH:11])[CH:8]2[CH2:9][CH2:10][N:5]([CH2:6][CH2:7]2)[CH2:4]1)#[CH:2].[H][H]>[Pd].C(O)C>[CH:1]([C:3]1([OH:11])[CH:8]2[CH2:9][CH2:10][N:5]([CH2:6][CH2:7]2)[CH2:4]1)=[CH2:2]. Procedure: A mixture of 3-ethynyl-3-hydroxyquinuclidine (5.0g), palladium on calcium carbonate (5% w/w, 0.5 g) and ethanol (200 ml) was stirred under an atmosphere of hydrogen until 900 ml of hydrogen has been consumed. The mixture was filtered and evaporated to give 3-ethenyl-3-hydroxyquinuclidine (5.0 g) as an oil which gave a solid on standing and was used without further purification, m.p. 76°-80° C.; NMR(DMSO-d6): 1.2(1H, m), 1.4-1.6(3H, m), 2.0(1H, m), 2.45-2.85(6H, m), 4.55(1H, s), 5.0(1H, d of d), ... Reactants: C1(CCCCC1)N=C=NC1CCCCC1 (N,N'-dicyclohexylcarbodiimide), ClC1=C(C=C(C(=O)O)C=C1)S(N)(=O)=O (4-chloro-3-sulfamoylbenzoic acid), Cl (hydrochloric acid), [OH-].[Na+] (sodium hydroxide), NN1CCN(CC1)C1=C(C=CC=C1)OC (1-amino-4-(2-methoxyphenyl)piperazine). Run in O1CCCC1 (tetrahydrofuran), O1CCCC1 (tetrahydrofuran). The product is ClC1=C(C=C(C(=O)NN2CCN(CC2)C2=C(C=CC=C2)OC)C=C1)S(N)(=O)=O (4-Chloro-N-[4-(2-methoxyphenyl)-1-piperazinyl]-3-sulfamoylbenzamide). RXN SMILES: C1(N=C=NC2CCCCC2)CCCCC1.[Cl:16][C:17]1[CH:25]=[CH:24][C:20]([C:21]([OH:23])=O)=[CH:19][C:18]=1[S:26](=[O:29])(=[O:28])[NH2:27].[NH2:30][N:31]1[CH2:36][CH2:35][N:34]([C:37]2[CH:42]=[CH:41][CH:40]=[CH:39][C:38]=2[O:43][CH3:44])[CH2:33][CH2:32]1.Cl.[OH-].[Na+]>O1CCCC1>[Cl:16][C:17]1[CH:25]=[CH:24][C:20]([C:21]([NH:30][N:31]2[CH2:32][CH2:33][N:34]([C:37]3[CH:42]=[CH:41][CH:40]=[CH:39][C:38]=3[O:43][CH3:44])[CH2:35][CH2:36]2)=[O:23])=[CH:19][C:18]=1[S:26](=[O:29])(=[O:28])[NH2:27] |f:4.5|. Reported procedure: To a solution of 1.8 g of N,N'-dicyclohexylcarbodiimide in 5 ml tetrahydrofuran was added a solution of 2.1 g of 4-chloro-3-sulfamoylbenzoic acid in 20 ml of tetrahydrofuran under stirring at room temperature. After the addition was completed, the mixture was stirred at room temperature for 20 minutes, then 0.83 g of 1-amino-4-(2-methoxyphenyl)piperazine was added, and the reaction mixture was stirred for 5 hours. Then 5 ml of 10% hydrochloric acid was added and stirred at room temperature for 1...